Dataset: the Open Reaction Database (ORD), a public repository of structured organic reaction records. Task: describe an organic reaction: reactants, conditions, products, and yield The reactants are N[C@H]1[C@@H](CN(CC1)C(=O)OC(C)(C)C)NC(=O)OCC1=CC=CC=C1 (tert-Butyl trans(±)-4-amino-3-{[(benzyloxy)carbonyl]amino}piperidine-1-carboxylate), CCN=C=NCCCN(C)C.Cl (WSC hydrochloride), C=1C=CC2=C(C1)N=NN2O (HOBT), ClC=1N=C(NC1CC)C(=O)O (4-chloro-5-ethyl-1H-imidazole-2-carboxylic acid), ClC=1N=C(NC1CC)C(=O)O (4-Chloro-5-ethyl-1H-imidazole-2-carboxylic acid). The product is C(C1=CC=CC=C1)OC(=O)N[C@@H]1CN(CC[C@H]1NC(=O)C=1NC(=C(N1)Cl)CC)C(=O)OC(C)(C)C (tert-Butyl trans(±)-3-{[(benzyloxy)carbonyl]amino}-4-{[(4-chloro-5-ethyl-1H-imidazol-2-yl)carbonyl]amino}piperidine-1-carboxylate). Yield: 69.0%. As a reaction SMILES: [NH2:1][C@@H:2]1[CH2:7][CH2:6][N:5]([C:8]([O:10][C:11]([CH3:14])([CH3:13])[CH3:12])=[O:9])[CH2:4][C@H:3]1[NH:15][C:16]([O:18][CH2:19][C:20]1[CH:25]=[CH:24][CH:23]=[CH:22][CH:21]=1)=[O:17].[Cl:26][C:27]1[N:28]=[C:29]([C:34](O)=[O:35])[NH:30][C:31]=1[CH2:32][CH3:33].CCN=C=NCCCN(C)C.Cl.C1C=CC2N(O)N=NC=2C=1>>[CH2:19]([O:18][C:16]([NH:15][C@H:3]1[C@H:2]([NH:1][C:34]([C:29]2[NH:30][C:31]([CH2:32][CH3:33])=[C:27]([Cl:26])[N:28]=2)=[O:35])[CH2:7][CH2:6][N:5]([C:8]([O:10][C:11]([CH3:14])([CH3:13])[CH3:12])=[O:9])[CH2:4]1)=[O:17])[C:20]1[CH:25]=[CH:24][CH:23]=[CH:22][CH:21]=1 |f:2.3|. Procedure details: The same operation as in Example (1g) was performed using tert-butyl trans(±)-4-amino-3-{[(benzyloxy)carbonyl]amino}piperidine-1-carboxylate obtained in Example (79c) (98 mg, 0.28 mmol), 4-chloro-5-ethyl-1H-imidazole-2-carboxylic acid obtained by the method described in Example (1d) (48 mg, 0.25 mmol), WSC hydrochloride (150 mg, 0.78 mmol) and HOBT (35 mg, 0.26 mmol), to obtain 88.2 mg of the title compound as a white solid (69%). The reactants are [H-].[Al+3].[Li+].[H-].[H-].[H-] (lithium aluminum hydride), C(C)(=O)OCC (Ethyl acetate), O1CCCC1 (tetrahydrofuran), CCOCC (ether), O1CCCC1 (tetrahydrofuran), CN1C2=C(C=C(C=C2C=2CCCC(C12)NC(C1=CC=CC=C1)=O)F)F (N-methylbenzamido-6,8-difluoro-1,2,3,4-tetrahydrocarbazole), 3-(benzylmethyl-amino)-6,8-difluoro-1,2,3,4-tetrahydrocarbazole methiodide. The solvent is O (water). Product: C(C1=CC=CC=C1)CNC1CCC=2NC3=C(C=C(C=C3C2C1)F)F (3-(Benzylmethylamino)-6,8-difluoro-1,2,3,4-tetrahydrocarbazole). As a reaction SMILES: [H-].[Al+3].[Li+].[H-].[H-].[H-].O1[CH2:11][CH2:10][CH2:9][CH2:8]1.C[N:13]1[C:25]2[CH:24]([NH:26][C:27](=O)C3C=CC=CC=3)[CH2:23][CH2:22][CH2:21][C:20]=2[C:19]2[C:14]1=[C:15]([F:36])[CH:16]=[C:17]([F:35])[CH:18]=2.C(O[CH2:41][CH3:42])(=O)C.[CH3:43]COCC>O>[CH2:8]([CH2:27][NH:26][CH:24]1[CH2:25][C:20]2[C:19]3[C:14](=[C:15]([F:36])[CH:16]=[C:17]([F:35])[CH:18]=3)[NH:13][C:21]=2[CH2:22][CH2:23]1)[C:9]1[CH:42]=[CH:41][CH:43]=[CH:11][CH:10]=1 |f:0.1.2.3.4.5|. Procedure: To a slurry of 1.2 g. of lithium aluminum hydride in 60 ml. of dry tetrahydrofuran was added dropwise a solution of 4.6 g. of 3-(N-methylbenzamido-6,8-difluoro-1,2,3,4-tetrahydrocarbazole in 60 ml. of dry tetrahydrofuran and when addition was complete, the mixture was refluxed for forty minutes. Ethyl acetate (15 ml.) was added, followed by 10 ml. of wet ether and, finally 5 ml. of water. The mixture was filtered and the filtrate was evaporated to dryness to give, after recrystallizations from c... Reactants: O=S1(=O)CCCC1, CN(C)C=O, Clc1ccc(-c2nc[nH]c2-c2cccs2)cc1, O, S. Product: Sc1nc(-c2ccc(Cl)cc2)c(-c2cccs2)[nH]1. As a reaction SMILES: [CH2:19]1[S:23](=[O:20])(=[O:21])[CH2:22][CH2:24][CH2:25]1.[CH3:27][N:28]([CH3:29])[CH:30]=[O:31].[Cl:1][c:2]1[cH:3][cH:4][c:5](-[c:8]2[n:9][cH:10][nH:11][c:12]2-[c:13]2[s:14][cH:15][cH:16][cH:17]2)[cH:6][cH:7]1.[OH2:26].[S:18]>>[Cl:1][c:2]1[cH:3][cH:4][c:5](-[c:8]2[n:9][c:10]([SH:23])[nH:11][c:12]2-[c:13]2[s:14][cH:15][cH:16][cH:17]2)[cH:6][cH:7]1. The reactants are [BH4-], COc1cccc(CN(CC(O)C(Cc2cc(F)cc(F)c2)NC(=O)c2cc(C(C)=O)cc(N3CCCCS3(=O)=O)c2)C(=O)OC(C)(C)C)c1, CO, [Na+]. Yields the product COc1cccc(CN(CC(O)C(Cc2cc(F)cc(F)c2)NC(=O)c2cc(C(C)O)cc(N3CCCCS3(=O)=O)c2)C(=O)OC(C)(C)C)c1. As a reaction SMILES: [BH4-:51].[C:1]([CH3:2])([CH3:3])([CH3:4])[O:5][C:6]([N:7]([CH2:8][c:9]1[cH:10][c:11]([O:15][CH3:16])[cH:12][cH:13][cH:14]1)[CH2:17][CH:18]([CH:19]([CH2:20][c:21]1[cH:22][c:23]([F:28])[cH:24][c:25]([F:27])[cH:26]1)[NH:29][C:30]([c:31]1[cH:32][c:33]([C:45]([CH3:46])=[O:47])[cH:34][c:35]([N:37]2[S:38](=[O:43])(=[O:44])[CH2:39][CH2:40][CH2:41][CH2:42]2)[cH:36]1)=[O:48])[OH:49])=[O:50].[CH3:53][OH:54].[Na+:52]>>[C:1]([CH3:2])([CH3:3])([CH3:4])[O:5][C:6]([N:7]([CH2:8][c:9]1[cH:10][c:11]([O:15][CH3:16])[cH:12][cH:13][cH:14]1)[CH2:17][CH:18]([CH:19]([CH2:20][c:21]1[cH:22][c:23]([F:28])[cH:24][c:25]([F:27])[cH:26]1)[NH:29][C:30]([c:31]1[cH:32][c:33]([CH:45]([CH3:46])[OH:47])[cH:34][c:35]([N:37]2[S:38](=[O:43])(=[O:44])[CH2:39][CH2:40][CH2:41][CH2:42]2)[cH:36]1)=[O:48])[OH:49])=[O:50]. Starting materials: BrC(C(=O)C1=C2C=CC(NC2=C(C=C1)O)=O)CC (5-(α-bromobutyryl)-8-hydroxycarbostyril). Solvent: C(C)(CC)N (sec-butylamine). Run at temperature 60 celsius. The product is C(C)(CC)NC(C(=O)C1=C2C=CC(NC2=C(C=C1)O)=O)CC (5-(α-sec-butylaminobutyryl)-8-hydroxycarbostyril). Isolated yield 170.3%. As a reaction SMILES: Br[CH:2]([CH2:17][CH3:18])[C:3]([C:5]1[CH:14]=[CH:13][C:12]([OH:15])=[C:11]2[C:6]=1[CH:7]=[CH:8][C:9](=[O:16])[NH:10]2)=[O:4]>C(N)(CC)C>[CH:11]([NH:10][CH:2]([CH2:17][CH3:18])[C:3]([C:5]1[CH:14]=[CH:13][C:12]([OH:15])=[C:11]2[C:6]=1[CH:7]=[CH:8][C:9](=[O:16])[NH:10]2)=[O:4])([CH2:6][CH3:5])[CH3:12]. Procedure: 200 ml of sec-butylamine (III) was added to 10 g of 5-(α-bromobutyryl)-8-hydroxycarbostyril (IV) obtained as described in Examples 1 to 3, and the resulting mixture was heated at a temperature of 60° C for 20 hours followed by concentration to dryness. Crystals which formed upon addition of water were filtered, dissolved in 50 ml of ethanol, and the resulting solution was adjusted to a pH of 1 with concentrated hydrochloric acid. The precipitated crystals were filtered and recrystallized from me...